This data is from the Open Reaction Database (ORD), a public repository of structured organic reaction records. The task is: describe an organic reaction: reactants, conditions, products, and yield As a reaction SMILES: [C:20](=[O:21])([O-:22])[O-:23].[CH3:35][N:36]([CH3:37])[CH:38]=[O:39].[Cl:26][c:27]1[cH:28][cH:29][c:30]([CH2:31][Cl:32])[cH:33][cH:34]1.[K+:24].[K+:25].[NH2:1][c:2]1[c:3]2[n:4][c:5]([OH:19])[n:6]([CH2:12][c:13]3[cH:14][cH:15][cH:16][cH:17][cH:18]3)[c:7]2[n:8][c:9]([SH:11])[n:10]1>>[NH2:1][c:2]1[c:3]2[n:4][c:5]([OH:19])[n:6]([CH2:12][c:13]3[cH:14][cH:15][cH:16][cH:17][cH:18]3)[c:7]2[n:8][c:9]([S:11][CH2:31][c:30]2[cH:29][cH:28][c:27]([Cl:26])[cH:34][cH:33]2)[n:10]1. Product: Nc1nc(SCc2ccc(Cl)cc2)nc2c1nc(O)n2Cc1ccccc1. Reactants: O=C([O-])[O-], CN(C)C=O, ClCc1ccc(Cl)cc1, [K+], [K+], Nc1nc(S)nc2c1nc(O)n2Cc1ccccc1.